Dataset: the Open Reaction Database (ORD), a public repository of structured organic reaction records. Task: describe an organic reaction: reactants, conditions, products, and yield Reactants: C(=O)C1=CNC2=CC=CC=C12 (3-formylindol), BrCCC(=O)OCC (ethyl 3-bromopropionate), C([O-])([O-])=O.[K+].[K+] (potassium carbonate). Solvent: C(C)#N (acetonitrile). Run at time 2 day. Yields the product C(C)OC(CCN1C=C(C2=CC=CC=C12)C=O)=O (3-(3-formylindol-1-yl)propionic acid ethyl ester). The yield is 103.4%. RXN SMILES: [CH:1]([C:3]1[C:11]2[C:6](=[CH:7][CH:8]=[CH:9][CH:10]=2)[NH:5][CH:4]=1)=[O:2].Br[CH2:13][CH2:14][C:15]([O:17][CH2:18][CH3:19])=[O:16].C(=O)([O-])[O-].[K+].[K+]>C(#N)C>[CH2:18]([O:17][C:15](=[O:16])[CH2:14][CH2:13][N:5]1[C:6]2[C:11](=[CH:10][CH:9]=[CH:8][CH:7]=2)[C:3]([CH:1]=[O:2])=[CH:4]1)[CH3:19] |f:2.3.4|. Procedure details: A mixture of 3-formylindol (10 g, 69 mmol), ethyl 3-bromopropionate (10.5 mL, 83 mmol) and potassium carbonate (28.5 g, 207 mmol) and acetonitrile (100 mL) was stirred vigorously at refux temperature for 2 days. After cooling, the mixture was filtered and the filtrate was concentrated in vacuo to afford 17.5 g (quant.) of 3-(3-formylindol-1-yl)propionic acid ethyl ester as a solid. Reactants: C(C1=CC=CC=C1)(=O)N1CC(CCC1)C(=O)OCC (ethyl 1-benzoyl-3-piperidinecarboxylate), Cl.O=C1C(CNCC1)C(=O)OC (methyl 4-oxo-3-piperidinecarboxylate hydrochloride), ClC(=O)OCC1=CC=CC=C1 (benzyl chloroformate). The product is C(C1=CC=CC=C1)OC(=O)N1CC(C(CC1)=O)C(=O)OC (Methyl 1-Benzyloxycarbonyl-4-oxo-3-piperidinecarboxylate). RXN SMILES: C(N1CCCC(C(OCC)=O)C1)(=O)C1C=CC=CC=1.Cl.[O:21]=[C:22]1[CH2:27][CH2:26][NH:25][CH2:24][CH:23]1[C:28]([O:30][CH3:31])=[O:29].Cl[C:33]([O:35][CH2:36][C:37]1[CH:42]=[CH:41][CH:40]=[CH:39][CH:38]=1)=[O:34]>>[CH2:36]([O:35][C:33]([N:25]1[CH2:26][CH2:27][C:22](=[O:21])[CH:23]([C:28]([O:30][CH3:31])=[O:29])[CH2:24]1)=[O:34])[C:37]1[CH:42]=[CH:41][CH:40]=[CH:39][CH:38]=1 |f:1.2|. Reported procedure: This compound may be prepared in the same manner as ethyl 1-benzoyl-3-piperidinecarboxylate, starting with commercially available methyl 4-oxo-3-piperidinecarboxylate hydrochloride, diisopropylethylaamine and commercially available benzyl chloroformate. The reactants are N#CCBr, O=C([O-])[O-], ClCCl, Cn1c(-c2ccccc2)ccc1-c1ccc2cc(O)ccc2c1, [Cs+], [Cs+]. The product is Cn1c(-c2ccccc2)ccc1-c1ccc2cc(OCC#N)ccc2c1. RXN SMILES: [Br:24][CH2:25][C:26]#[N:27].[C:28](=[O:29])([O-:30])[O-:31].[CH2:34]([Cl:35])[Cl:36].[CH3:1][n:2]1[c:3](-[c:13]2[cH:14][c:15]3[cH:16][cH:17][c:18]([OH:23])[cH:19][c:20]3[cH:21][cH:22]2)[cH:4][cH:5][c:6]1-[c:7]1[cH:8][cH:9][cH:10][cH:11][cH:12]1.[Cs+:32].[Cs+:33]>>[CH3:1][n:2]1[c:3](-[c:13]2[cH:14][c:15]3[cH:16][cH:17][c:18]([O:23][CH2:25][C:26]#[N:27])[cH:19][c:20]3[cH:21][cH:22]2)[cH:4][cH:5][c:6]1-[c:7]1[cH:8][cH:9][cH:10][cH:11][cH:12]1. Reactants: COC(=O)C1(c2ccc(Cl)cc2)CCN(C(=O)Cn2nc(C(F)(F)F)c(Cl)c2C)CC1, CCO, [Na+], [OH-], O. Yields the product Cc1c(Cl)c(C(F)(F)F)nn1CC(=O)N1CCC(C(=O)O)(c2ccc(Cl)cc2)CC1. As a reaction SMILES: [CH3:1][O:2][C:3](=[O:4])[C:5]1([c:25]2[cH:26][cH:27][c:28]([Cl:31])[cH:29][cH:30]2)[CH2:6][CH2:7][N:8]([C:11]([CH2:12][n:13]2[n:14][c:15]([C:20]([F:21])([F:22])[F:23])[c:16]([Cl:19])[c:17]2[CH3:18])=[O:24])[CH2:9][CH2:10]1.[CH3:32][CH2:33][OH:34].[Na+:36].[OH-:35].[OH2:37]>>[O:2]=[C:3]([OH:4])[C:5]1([c:25]2[cH:26][cH:27][c:28]([Cl:31])[cH:29][cH:30]2)[CH2:6][CH2:7][N:8]([C:11]([CH2:12][n:13]2[n:14][c:15]([C:20]([F:21])([F:22])[F:23])[c:16]([Cl:19])[c:17]2[CH3:18])=[O:24])[CH2:9][CH2:10]1. The reactants are NCc1ccccc1Cl, O=C1N(c2ccc(OC(F)(F)F)cc2)CCC12CCNCC2, O=C(Cl)OC(Cl)(Cl)Cl. Yields the product O=C(NCc1ccccc1Cl)N1CCC2(CC1)CCN(c1ccc(OC(F)(F)F)cc1)C2=O. As a reaction SMILES: [Cl:31][c:32]1[c:33]([CH2:34][NH2:35])[cH:36][cH:37][cH:38][cH:39]1.[F:1][C:2]([O:3][c:4]1[cH:5][cH:6][c:7]([N:10]2[C:11](=[O:20])[C:12]3([CH2:13][CH2:14]2)[CH2:15][CH2:16][NH:17][CH2:18][CH2:19]3)[cH:8][cH:9]1)([F:21])[F:22].[O:23]=[C:24]([Cl:25])[O:26][C:27]([Cl:28])([Cl:29])[Cl:30]>>[F:1][C:2]([O:3][c:4]1[cH:5][cH:6][c:7]([N:10]2[C:11](=[O:20])[C:12]3([CH2:13][CH2:14]2)[CH2:15][CH2:16][N:17]([C:24](=[O:23])[NH:35][CH2:34][c:33]2[c:32]([Cl:31])[cH:39][cH:38][cH:37][cH:36]2)[CH2:18][CH2:19]3)[cH:8][cH:9]1)([F:21])[F:22]. Starting materials: COC=1C=C(C=CC1)N=[N+]=[N-] (3-methoxyphenylazide), F (hydrofluoric acid). Solvent: CCCCCC (hexane). Run at time 10 hour. Product: COC=1C=C(N)C=CC1F (3-methoxy-4-fluoroaniline). RXN SMILES: [CH3:1][O:2][C:3]1[CH:4]=[C:5]([N:9]=[N+]=[N-])[CH:6]=[CH:7][CH:8]=1.[FH:12]>CCCCCC>[CH3:1][O:2][C:3]1[CH:4]=[C:5]([CH:6]=[CH:7][C:8]=1[F:12])[NH2:9]. Procedure: A solution of 10.73g. (0.07 mole) of 3-methoxyphenylazide in 100 ml. of hexane was added to 20 ml. of concentrated hydrofluoric acid and the reaction mixture, contained in a bomb, was aged for 10 hours at room temperature with agitation. The reaction mixture was then cooled, vented, and poured from the bomb. The bomb was then rinsed with 50 ml. of water, followed by 20 ml. of dichloromethane. The reaction mixture poured from the bomb was blown down under nitrogen, and then combined with the bomb...